Dataset: the Open Reaction Database (ORD), a public repository of structured organic reaction records. Task: describe an organic reaction: reactants, conditions, products, and yield The reactants are CCOC(C)=O, c1ccc(C2OCC(OCCOC3CCCCO3)CO2)cc1. The product is OCC(CO)OCCOC1CCCCO1. RXN SMILES: [CH3:23][CH2:24][O:25][C:26]([CH3:27])=[O:28].[c:1]1([CH:2]2[O:8][CH2:9][CH:10]([O:13][CH2:14][CH2:15][O:16][CH:17]3[O:18][CH2:19][CH2:20][CH2:21][CH2:22]3)[CH2:11][O:12]2)[cH:3][cH:4][cH:5][cH:6][cH:7]1>>[OH:8][CH2:9][CH:10]([CH2:11][OH:12])[O:13][CH2:14][CH2:15][O:16][CH:17]1[O:18][CH2:19][CH2:20][CH2:21][CH2:22]1. Starting materials: Cc1ccc(-c2cc(C(F)(F)F)nn2-c2ccc(S(=O)(=O)Cl)cc2)cc1, Cl, NO, C1COCCO1, O. Reaction SMILES: [CH3:4][c:5]1[cH:6][cH:7][c:8](-[c:11]2[cH:12][c:13]([C:26]([F:27])([F:28])[F:29])[n:14][n:15]2-[c:16]2[cH:17][cH:18][c:19]([S:22](=[O:23])(=[O:24])[Cl:25])[cH:20][cH:21]2)[cH:9][cH:10]1.[ClH:1].[NH2:2][OH:3].[O:31]1[CH2:32][CH2:33][O:34][CH2:35][CH2:36]1.[OH2:30]>>[NH:2]([OH:3])[S:22]([c:19]1[cH:18][cH:17][c:16](-[n:15]2[c:11](-[c:8]3[cH:7][cH:6][c:5]([CH3:4])[cH:10][cH:9]3)[cH:12][c:13]([C:26]([F:27])([F:28])[F:29])[n:14]2)[cH:21][cH:20]1)(=[O:23])=[O:24]. Product: Cc1ccc(-c2cc(C(F)(F)F)nn2-c2ccc(S(=O)(=O)NO)cc2)cc1. The reactants are CC1=NN=C2N1N=C(C=C2)C=2C=C(C=CC2)NC(OCC)=O ([3-(3-methyl-1,2,4-triazolo[4,3-b]-pyridazin-6-yl)phenyl]carbamic acid, ethyl ester), [H-].[Na+] (sodium hydride), CN(C=O)C (dimethylformamide), CI (methyl iodide). The solvent is O (water). Conditions: time 1 hour. Yields the product CN(C(OCC)=O)C1=CC(=CC=C1)C=1C=CC=2N(N1)C(=NN2)C (Methyl[3-(3-methyl-1,2,4-triazolo[4,3-b]pyridazin-6-yl)phenyl]carbamic acid, ethyl ester). Reaction SMILES: [CH3:1][C:2]1[N:6]2[N:7]=[C:8]([C:11]3[CH:12]=[C:13]([NH:17][C:18](=[O:22])[O:19][CH2:20][CH3:21])[CH:14]=[CH:15][CH:16]=3)[CH:9]=[CH:10][C:5]2=[N:4][N:3]=1.[H-].[Na+].[CH3:25]N(C)C=O.CI>O>[CH3:25][N:17]([C:13]1[CH:14]=[CH:15][CH:16]=[C:11]([C:8]2[CH:9]=[CH:10][C:5]3[N:6]([C:2]([CH3:1])=[N:3][N:4]=3)[N:7]=2)[CH:12]=1)[C:18](=[O:22])[O:19][CH2:20][CH3:21] |f:1.2|. Procedure: A mixture of 1.5 g of [3-(3-methyl-1,2,4-triazolo[4,3-b]-pyridazin-6-yl)phenyl]carbamic acid, ethyl ester, 0.29 g of sodium hydride (50% in oil) and 150 ml of dimethylformamide was stirred under argon for 1 hour and then 0.38 ml methyl iodide was added. This mixture was stirred overnight then poured onto 500 ml of water and extracted with 150 ml portions of dichloromethane. The extracts were combined, dried and concentrated in vacuo. The residue was chromatographed on 300 g of silica gel with di... Starting materials: [BH4-], CO, [Na+], CC(=O)Nc1ccc2c(c1)CCCC2=O, O. Yields the product CC(=O)Nc1ccc2c(c1)CCCC2O. RXN SMILES: [BH4-:16].[CH3:19][OH:20].[Na+:17].[O:1]=[C:2]1[c:3]2[cH:4][cH:5][c:6]([NH:12][C:13]([CH3:14])=[O:15])[cH:7][c:8]2[CH2:9][CH2:10][CH2:11]1.[OH2:18]>>[OH:1][CH:2]1[c:3]2[cH:4][cH:5][c:6]([NH:12][C:13]([CH3:14])=[O:15])[cH:7][c:8]2[CH2:9][CH2:10][CH2:11]1. Starting materials: C1(=CC=CC=C1)C (Toluene), COC(CCC(CCC(=O)OC)(C1=CC=CC=C1)C#N)=O (4-Cyano-4-phenylheptanedioic acid dimethyl ester), C(C)(=O)O (acetic acid), Sodium tert-butylate. Run in O1CCCC1 (tetrahydrofuran). Product: COC(=O)C1C(CCC(C1)(C1=CC=CC=C1)C#N)=O (5-Cyano-2-oxo-5-phenylcyclohexanecarboxylic acid methyl ester). RXN SMILES: CO[C:3](=[O:21])[CH2:4][CH2:5][C:6]([C:19]#[N:20])([C:13]1[CH:18]=[CH:17][CH:16]=[CH:15][CH:14]=1)[CH2:7][CH2:8][C:9]([O:11][CH3:12])=[O:10].C(O)(=O)C.C1(C)C=CC=CC=1>O1CCCC1>[CH3:12][O:11][C:9]([CH:8]1[CH2:7][C:6]([C:19]#[N:20])([C:13]2[CH:14]=[CH:15][CH:16]=[CH:17][CH:18]=2)[CH2:5][CH2:4][C:3]1=[O:21])=[O:10]. Procedure details: 4-Cyano-4-phenylheptanedioic acid dimethyl ester (14.45 g, 0.05 mol) was dissolved in dry tetrahydrofuran (350 ml). Sodium tert-butylate (9.6 g, 0.1 mol) was then added in portions. During this addition the reaction mixture became orange in colour. Thereafter, the mixture was boiled under reflux for 5 h. During the boiling a beige-colouring, slurry-like suspension formed. The reaction mixture was cooled to room temperature overnight. 2.5 N glacial acetic acid (170 ml) was slowly added dropwise t... Starting materials: BrCCCCC(=O)OC (methyl 5-bromopentanoate), COC(=O)C1CCC2=CC=CC=C12 (Indan-1-carboxylic acid methyl ester), C(C)(C)[N-]C(C)C.[Li+] (lithium diisopropylamide), C(C)(C)NC(C)C (diisopropylamine). Solvent: C1CCOC1 (THF), C1CCOC1 (THF), O (water), CCOCC (Ether). Reaction conditions: time 15 minute. The product is COC(=O)C1(CCC2=CC=CC=C12)CCCCC(=O)OCC (1-(4-ethoxycarbonyl-butyl)-indan-1-carboxylic acid methyl ester). The yield is 49.3%. Reaction SMILES: [CH3:1][O:2][C:3]([CH:5]1[C:13]2[C:8](=[CH:9][CH:10]=[CH:11][CH:12]=2)[CH2:7][CH2:6]1)=[O:4].[CH:14]([N-]C(C)C)(C)C.[Li+].C(NC(C)C)(C)C.Br[CH2:30][CH2:31][CH2:32][CH2:33][C:34]([O:36][CH3:37])=[O:35]>C1COCC1.O.CCOCC>[CH3:1][O:2][C:3]([C:5]1([CH2:30][CH2:31][CH2:32][CH2:33][C:34]([O:36][CH2:37][CH3:14])=[O:35])[C:13]2[C:8](=[CH:9][CH:10]=[CH:11][CH:12]=2)[CH2:7][CH2:6]1)=[O:4] |f:1.2|. Reported procedure: Indan-1-carboxylic acid methyl ester (17.6 g, 100 mmol) in 100 mL of THF was slowly added to a −60° C. solution of lithium diisopropylamide (from 15.4 mL (110 mmol) of diisopropylamine and 42 mL of 2.5M n-BuLi in hexane) in 200 mL of THF. After 15 min, methyl 5-bromopentanoate (20.5 g, 105 mmol) was added and the mixture was allowed to warm to room temperature and stirred for 12 h. Ether and water were added and the ether layer was separated, washed with water and brine, dried and evaporated. Pu... Product: COCC(=O)NC1CCOc2c(F)cccc21. Reactants: COCC(=O)OC, COC(C)(C)C, NC1CCOc2c(F)cccc21. Reaction SMILES: [CH3:13][O:14][CH2:15][C:16](=[O:17])[O:18][CH3:19].[CH3:20][O:21][C:22]([CH3:23])([CH3:24])[CH3:25].[F:1][c:2]1[cH:3][cH:4][cH:5][c:6]2[c:11]1[O:10][CH2:9][CH2:8][CH:7]2[NH2:12]>>[F:1][c:2]1[cH:3][cH:4][cH:5][c:6]2[c:11]1[O:10][CH2:9][CH2:8][CH:7]2[NH:12][C:16]([CH2:15][O:14][CH3:13])=[O:17]. Starting materials: CCc1nc(I)cn1CCN, Cc1ccc(CCC=O)cc1C. The product is CCc1nc(I)c2n1CCNC2CCc1ccc(C)c(C)c1. Reaction SMILES: [CH2:1]([CH3:2])[c:3]1[n:4]([CH2:9][CH2:10][NH2:11])[cH:5][c:6]([I:8])[n:7]1.[CH3:12][c:13]1[cH:14][c:15]([CH2:20][CH2:21][CH:22]=[O:23])[cH:16][cH:17][c:18]1[CH3:19]>>[CH2:1]([CH3:2])[c:3]1[n:4]2[c:5]([c:6]([I:8])[n:7]1)[CH:22]([CH2:21][CH2:20][c:15]1[cH:14][c:13]([CH3:12])[c:18]([CH3:19])[cH:17][cH:16]1)[NH:11][CH2:10][CH2:9]2. Starting materials: O=C(O)C=CC(=O)c1ccccc1, ClCCl, O=S(Cl)Cl. Product: O=C(Cl)C=CC(=O)c1ccccc1. RXN SMILES: [C:1]([c:2]1[cH:3][cH:4][cH:5][cH:6][cH:7]1)(=[O:8])[CH:9]=[CH:10][C:11](=[O:12])[OH:13].[CH2:18]([Cl:19])[Cl:20].[S:14]([Cl:15])([Cl:16])=[O:17]>>[C:1]([c:2]1[cH:3][cH:4][cH:5][cH:6][cH:7]1)(=[O:8])[CH:9]=[CH:10][C:11](=[O:13])[Cl:16]. Procedure details: A mixture of 6-aminohexan-1-ol and 1-methylamino-1-methylthio-2-nitroethylene in ethanol is heated on a steam-bath to give 1-(6-hydroxyhexyl)-1-methylamino-2-nitroethylene. Substitution of 1-(6-hydroxyhexyl)-1-methylamino-2-nitroethylene for N-cyano-N'-(5-hydroxypentyl)-N"-methylguanidine in the procedure of Example 5 (ii and iii) leads to the production of S-[6-((1-methylamino-2-nitrovinyl)amino)hexyl]isothiourea. The reactants are NCCCCCCO (6-aminohexan-1-ol), CNC(=C[N+](=O)[O-])SC (1-methylamino-1-methylthio-2-nitroethylene). Reaction SMILES: N[CH2:2][CH2:3][CH2:4][CH2:5][CH2:6][CH2:7][OH:8].[CH3:9][NH:10][C:11](SC)=[CH:12][N+:13]([O-:15])=[O:14]>C(O)C>[OH:8][CH2:7][CH2:6][CH2:5][CH2:4][CH2:3][CH2:2][C:11]([NH:10][CH3:9])=[CH:12][N+:13]([O-:15])=[O:14]. The solvent is C(C)O (ethanol). The product is OCCCCCCC(=C[N+](=O)[O-])NC (1-(6-hydroxyhexyl)-1-methylamino-2-nitroethylene).